From a dataset of the Open Reaction Database (ORD), a public repository of structured organic reaction records. describe an organic reaction: reactants, conditions, products, and yield The reactants are C(C1CO1)OCC=C (allyl glycidyl ether), ClC=1C=C(C(=O)OO)C=CC1 (m-chloroperoxybenzoic acid). Run in C(Cl)Cl (methylene chloride). Reaction conditions: time 4 hour. Product: O(CC1OC1)CC1OC1 (2,2'-(oxybismethylene)bisoxirane). Yield: 156.8%. Reaction SMILES: [CH2:1]([O:5][CH2:6][CH:7]=[CH2:8])[CH:2]1[O:4][CH2:3]1.ClC1C=C(C=CC=1)C(OO)=[O:14]>C(Cl)Cl>[O:5]([CH2:6][CH:7]1[CH2:8][O:14]1)[CH2:1][CH:2]1[CH2:3][O:4]1. Reported procedure: 28.54 g of allyl glycidyl ether (0.15 mole) (Aldrich) is dissolved in 1000 ml of methylene chloride and cooled to 0° in an ice bath. In one single addition 51.75 g of m-chloroperoxybenzoic acid (1.05 equiv. @ 85% tech) (Aldrich) is added and the reaction stirred rapidly at 0° for 4 hours. The reaction is allowed to slowly warm to room temperature and stirred overnight. The precipitated m-chlorobenzoic acid is removed via filtration and washed with 50 ml of cold CH2Cl2. The CH2Cl2 solution is the... Starting materials: C1(CC1)C(=O)C1CC1 (dicyclopropyl ketone), CC(C)(C)[S@@](=O)N ((R)-2-methylpropane-2-sulfinamide). The reagents and catalysts are [O-]CC.[Ti+4].[O-]CC.[O-]CC.[O-]CC (titanium ethoxide). Run in [Cl-].[Na+].O (brine), O1CCCC1 (tetrahydrofuran). Reaction conditions: temperature 150 celsius, time 5 minute. The product is C1(CC1)C(=N[S@](=O)C(C)(C)C)C1CC1 ((R)—N-(dicyclopropylmethylidene)-2-methylpropane-2-sulfinamide). Isolated yield 22.3%. As a reaction SMILES: [CH:1]1([C:4]([CH:6]2[CH2:8][CH2:7]2)=O)[CH2:3][CH2:2]1.[CH3:9][C:10]([S@:13]([NH2:15])=[O:14])([CH3:12])[CH3:11]>O1CCCC1.[Cl-].[Na+].O.[O-]CC.[Ti+4].[O-]CC.[O-]CC.[O-]CC>[CH:1]1([C:4]([CH:6]2[CH2:8][CH2:7]2)=[N:15][S@@:13]([C:10]([CH3:12])([CH3:11])[CH3:9])=[O:14])[CH2:3][CH2:2]1 |f:3.4.5,6.7.8.9.10|. Reported procedure: A 20-mL microwave vial containing a solution of dicyclopropyl ketone (0.778 ml, 6.81 mmol), (R)-2-methylpropane-2-sulfinamide (0.825 g, 6.81 mmol), and titanium ethoxide (1.427 ml, 6.81 mmol) in tetrahydrofuran (13.5 mL) under argon was heated in a microwave for 5 minutes at 150° C. and then again at 160° C. for an additional 5 minutes. The reaction mixture was poured into brine (14 mL), the resulting slurry filtered through Celite, and the two resulting layers were separated. The aqueous layer ... The product is C(C)N1CCC(CC1)NC(C1=CC(=C(C=C1)[N+](=O)[O-])OC)=O (N-(1-ethyl-4-piperidyl)-3-methoxy-4-nitro-benzamide). Reaction SMILES: [CH3:1][O:2][C:3]1[CH:4]=[C:5]([CH:15]=[CH:16][C:17]=1[N+:18]([O-:20])=[O:19])[C:6](N[C@@H]1CCN(C)C1)=[O:7].[CH2:21]([N:23]1[CH2:28][CH2:27][CH:26]([NH2:29])[CH2:25][CH2:24]1)[CH3:22]>>[CH2:21]([N:23]1[CH2:28][CH2:27][CH:26]([NH:29][C:6](=[O:7])[C:5]2[CH:15]=[CH:16][C:17]([N+:18]([O-:20])=[O:19])=[C:3]([O:2][CH3:1])[CH:4]=2)[CH2:25][CH2:24]1)[CH3:22]. The reactants are COC=1C=C(C(=O)N[C@H]2CN(CC2)C)C=CC1[N+](=O)[O-] (3-methoxy-N-[(3R)-1-methylpyrrolidin-3-yl]-4-nitro-benzamide), C(C)N1CCC(CC1)N (1-ethylpiperidin-4-amine), solid. Procedure: The title compound was prepared by an analogous method to the preparation of Intermediate 188, on a 9.28 mmol scale utilising 1-ethylpiperidin-4-amine (Fluorochem; 1.19 g, 9.28 mmol), as a brown solid (3.3 g, 100%) The reactants are O=C1N(CCC1)C=1C=C(C(=O)O)C=C(C1)N1C(CCC1)=O (3,5-Bis-(2-oxopyrrolidin-1-yl)benzoic acid), [C@H](C)(CC)OC=1C=C(C(=O)OC)C=C(C1)N1C(CCC1)=O (methyl 3-((S)-sec-butyloxy)-5-(2-oxopyrrolidin-1-yl)benzoate). Yields the product [C@H](C)(CC)OC=1C=C(C(=O)O)C=C(C1)N1C(CCC1)=O (3-((S)sec-Butyloxy)-5-(2-oxopyrrolidin-1-yl)benzoic acid). Reaction SMILES: O=C1CCCN1C1C=C(C=C(N2CCCC2=O)C=1)C(O)=O.[C@@H:22]([O:26][C:27]1[CH:28]=[C:29]([CH:34]=[C:35]([N:37]2[CH2:41][CH2:40][CH2:39][C:38]2=[O:42])[CH:36]=1)[C:30]([O:32]C)=[O:31])([CH2:24][CH3:25])[CH3:23]>>[C@@H:22]([O:26][C:27]1[CH:28]=[C:29]([CH:34]=[C:35]([N:37]2[CH2:41][CH2:40][CH2:39][C:38]2=[O:42])[CH:36]=1)[C:30]([OH:32])=[O:31])([CH2:24][CH3:25])[CH3:23]. Procedure details: Prepared in an analogous manner to D8 from methyl 3-((S)-sec-butyloxy)-5-(2-oxopyrrolidin-1-yl)benzoate (D44). The reactants are C1(=CC=CC=C1)/C=C/C(=O)OC(C(C)C)OC(=O)NC1(CC1)C(=O)O (1-{[1-((2E)-3-Phenylprop-2-enoyloxy)-2-methylpropoxy]carbonylamino}cyclopropanecarboxylic Acid), C(C)OC(C)=O (ethylacetate). Reagents/catalysts: [Pd] (palladium on carbon). Run in C(C)O (ethanol). Yields the product CC(C(OC(=O)NC1(CC1)C(=O)O)OC(CCC1=CC=CC=C1)=O)C (1-{[2-Methyl-1-(3-Phenylpropanoyloxy)propoxy]carbonylamino}cyclopropanecarboxylic Acid), semisolid. Isolated yield 70.0%. As a reaction SMILES: [C:1]1(/[CH:7]=[CH:8]/[C:9]([O:11][CH:12]([O:16][C:17]([NH:19][C:20]2([C:23]([OH:25])=[O:24])[CH2:22][CH2:21]2)=[O:18])[CH:13]([CH3:15])[CH3:14])=[O:10])[CH:6]=[CH:5][CH:4]=[CH:3][CH:2]=1.C(OC(=O)C)C>[Pd].C(O)C>[CH3:14][CH:13]([CH3:15])[CH:12]([O:11][C:9](=[O:10])[CH2:8][CH2:7][C:1]1[CH:2]=[CH:3][CH:4]=[CH:5][CH:6]=1)[O:16][C:17]([NH:19][C:20]1([C:23]([OH:25])=[O:24])[CH2:21][CH2:22]1)=[O:18]. Procedure: A dry 100 mL round-bottomed flask equipped with a magnetic stir bar and a rubber septum was charged with 1-{[1-((2E)-3-phenylprop-2-enoyloxy)-2-methylpropoxy]carbonylamino}cyclopropanecarboxylic acid (18) (0.62 g, 1.8 mmols) and 10% palladium on carbon in a 1:1 mixture of ethylacetate and ethanol. The reaction was done at 1 atm pressure under a hydrogen balloon at ca. room temperature. After the reaction was complete, the solution was filtered through Celite and the solvents removed in vacuo usi...